Dataset: the Open Reaction Database (ORD), a public repository of structured organic reaction records. Task: describe an organic reaction: reactants, conditions, products, and yield Reactants: C(C)OC(C(CC(C)C)C=1C=C(C=C(C1)C1CCNCC1)C1=CC=C(C=C1)C(F)(F)F)=O (4-methyl-2-(5-piperidin-4-yl-4′-trifluoromethyl-biphenyl-3-yl)-pentanoic acid ethyl ester), methyl ester, C(C)(C)(C)P(C1=C(C2=CC=CC=C2C=C1)C1=CC=CC2=CC=CC=C12)C(C)(C)C (racemic-2-(di-t-butylphosphino)-1,1′-binaphthyl), BrC1=CC=C(C=C1)C(F)(F)F (1-bromo-4-trifluoromethyl-benzene), CC(C)([O-])C.[Na+] (sodium tert-butoxide). The reagents and catalysts are C=1C=CC(=CC1)/C=C/C(=O)/C=C/C2=CC=CC=C2.C=1C=CC(=CC1)/C=C/C(=O)/C=C/C2=CC=CC=C2.C=1C=CC(=CC1)/C=C/C(=O)/C=C/C2=CC=CC=C2.[Pd].[Pd] (Pd2(dba)3). Run in C1(=CC=CC=C1)C (toluene). Yields the product C(C)OC(C(CC(C)C)C=1C=C(C=C(C1)C1CCN(CC1)C1=CC=C(C=C1)C(F)(F)F)C1=CC=C(C=C1)C(F)(F)F)=O (4-methyl-2-{4′-trifluoromethyl-5-[1-(4-trifluoromethyl-phenyl)-piperidin-4-yl]-biphenyl-3-yl}-pentanoic acid ethyl ester), methyl ester. RXN SMILES: [CH2:1]([O:3][C:4](=[O:32])[CH:5]([C:10]1[CH:11]=[C:12]([C:22]2[CH:27]=[CH:26][C:25]([C:28]([F:31])([F:30])[F:29])=[CH:24][CH:23]=2)[CH:13]=[C:14]([CH:16]2[CH2:21][CH2:20][NH:19][CH2:18][CH2:17]2)[CH:15]=1)[CH2:6][CH:7]([CH3:9])[CH3:8])[CH3:2].C(P(C(C)(C)C)C1C=CC2C(=CC=CC=2)C=1C1C2C(=CC=CC=2)C=CC=1)(C)(C)C.Br[C:63]1[CH:68]=[CH:67][C:66]([C:69]([F:72])([F:71])[F:70])=[CH:65][CH:64]=1.CC(C)([O-])C.[Na+]>C1(C)C=CC=CC=1.C1C=CC(/C=C/C(/C=C/C2C=CC=CC=2)=O)=CC=1.C1C=CC(/C=C/C(/C=C/C2C=CC=CC=2)=O)=CC=1.C1C=CC(/C=C/C(/C=C/C2C=CC=CC=2)=O)=CC=1.[Pd].[Pd]>[CH2:1]([O:3][C:4](=[O:32])[CH:5]([C:10]1[CH:11]=[C:12]([C:22]2[CH:27]=[CH:26][C:25]([C:28]([F:29])([F:30])[F:31])=[CH:24][CH:23]=2)[CH:13]=[C:14]([CH:16]2[CH2:17][CH2:18][N:19]([C:63]3[CH:68]=[CH:67][C:66]([C:69]([F:72])([F:71])[F:70])=[CH:65][CH:64]=3)[CH2:20][CH2:21]2)[CH:15]=1)[CH2:6][CH:7]([CH3:9])[CH3:8])[CH3:2] |f:3.4,6.7.8.9.10|. Procedure: To a solution of a mixture of 4-methyl-2-(5-piperidin-4-yl-4′-trifluoromethyl-biphenyl-3-yl)-pentanoic acid ethyl ester and methyl ester (68b) (75 mg, 0.17 mmol) in toluene (1.0 mL) was added Pd2(dba)3 (1.6 mg, 0.0017 mmol), racemic-2-(di-t-butylphosphino)-1,1′-binaphthyl (0.7 mg, 0.0017 mmol), 1-bromo-4-trifluoromethyl-benzene (38 mg, 0.17 mmol) and sodium tert-butoxide (22 mg, 0.23 mmol). The mixture was heated, in a sealed-tube, to reflux for 3.5 h. The reaction was quenched with H2O at room ... Reactants: N1C=C(C=2C1=NC=CC2)C=C2C(NC(N2)=S)=O (5-(1H-pyrrolo[2,3-b]pyridin-3-ylmethylene)-2-thioxoimidazolidin-4-one), CI (methyl iodide). Solvent: [OH-].[Na+] (NaOH), CO (methanol). Conditions: time 4 hour. Product: CSC1=NC(C(N1)=O)=CC1=CNC2=NC=CC=C21 (2-(methylthio)-5-(1H-pyrrolo[2,3-b]pyridin-3-ylmethylene)-3,5-dihydro-4H-imidazol-4-one). Yield: 96.3%. As a reaction SMILES: [NH:1]1[C:5]2=[N:6][CH:7]=[CH:8][CH:9]=[C:4]2[C:3]([CH:10]=[C:11]2[NH:15][C:14](=[S:16])[NH:13][C:12]2=[O:17])=[CH:2]1.[CH3:18]I>[OH-].[Na+].CO>[CH3:18][S:16][C:14]1[NH:13][C:12](=[O:17])[C:11](=[CH:10][C:3]2[C:4]3[C:5](=[N:6][CH:7]=[CH:8][CH:9]=3)[NH:1][CH:2]=2)[N:15]=1 |f:2.3|. Procedure details: To a solution of 5-(1H-pyrrolo[2,3-b]pyridin-3-ylmethylene)-2-thioxoimidazolidin-4-one (8 g, 32.8 mmol) in 12.6% aq. NaOH (12 mL) and methanol (80 mL), methyl iodide (2.25 mL, 36 mmol) was added and the reaction mixture stirred at RT for 4 h. Most of the solvent was distilled out and the precipitate was filtered and washed first with water, then with diethylether. The washings were concentrated and extracted with dichloromethane, dried over sodium sulphate and joined to the first solid crop. The... Starting materials: Br.C(C)(=O)O (hydrogen bromide acetic acid), N1=CC=C(C=C1)NC(C1=CC(=C(C=C1)[C@@H](C)NC(=O)OCC1=CC=CC=C1)F)=O ((R)-N-(4-pyridyl)-4-(1-benzyloxycarbonylaminoethyl)-3-fluorobenzamide). Reaction conditions: time 3 hour. Product: Br.Br.N1=CC=C(C=C1)NC(C1=CC(=C(C=C1)[C@@H](C)N)F)=O ((R)-(+)-N-(4-pyridyl)-4-(1-aminoethyl)-3-fluorobenzamide dihydrobromide). RXN SMILES: [BrH:1].C(O)(=O)C.[N:6]1[CH:11]=[CH:10][C:9]([NH:12][C:13](=[O:34])[C:14]2[CH:19]=[CH:18][C:17]([C@H:20]([NH:22]C(OCC3C=CC=CC=3)=O)[CH3:21])=[C:16]([F:33])[CH:15]=2)=[CH:8][CH:7]=1>>[BrH:1].[BrH:1].[N:6]1[CH:11]=[CH:10][C:9]([NH:12][C:13](=[O:34])[C:14]2[CH:19]=[CH:18][C:17]([C@H:20]([NH2:22])[CH3:21])=[C:16]([F:33])[CH:15]=2)=[CH:8][CH:7]=1 |f:0.1,3.4.5|. Procedure: A 25% hydrogen bromide-acetic acid solution (8 ml) was added to (R)-N-(4-pyridyl)-4-(1-benzyloxycarbonylaminoethyl)-3-fluorobenzamide (550 mg), and the mixture was stirred at room temperature for 3 hours. After the reaction, the solvent was evaporated under reduced pressure. The obtained crystals were washed with ether, and recrystallized from methanol to give 360 mg of (R)-(+)-N-(4-pyridyl)-4-(1-aminoethyl)-3-fluorobenzamide dihydrobromide having a melting point of 294° C. (dec.). Reactants: FC1=C2N(CC(NC2=CC=C1)=O)C(=O)N1CCCC1 (5-Fluoro-1,2,3,4-tetrahydro-4-[(pyrrolidino)carbonyl]quinoxalin-2-one), [N+](#[C-])CC1=NOC(=N1)C(C)C (3-isocyanomethyl-5-isopropyl-1,2,4-oxadiazole). The product is FC1=C2N(CC=3N(C2=CC=C1)C=NC3C3=NOC(=N3)C(C)C)C(=O)N3CCCC3 (6-Fluoro-4,5-dihydro-3-(5-isopropyl-1,2,4-oxadiazol-3-yl)-5-[(pyrrolidino)carbonyl]imidazo[1,5-a]quinoxaline). RXN SMILES: [F:1][C:2]1[CH:11]=[CH:10][CH:9]=[C:8]2[C:3]=1[N:4]([C:13]([N:15]1[CH2:19][CH2:18][CH2:17][CH2:16]1)=[O:14])[CH2:5][C:6](=O)[NH:7]2.[N+:20]([CH2:22][C:23]1[N:27]=[C:26]([CH:28]([CH3:30])[CH3:29])[O:25][N:24]=1)#[C-:21]>>[F:1][C:2]1[CH:11]=[CH:10][CH:9]=[C:8]2[C:3]=1[N:4]([C:13]([N:15]1[CH2:19][CH2:18][CH2:17][CH2:16]1)=[O:14])[CH2:5][C:6]1[N:7]2[CH:21]=[N:20][C:22]=1[C:23]1[N:27]=[C:26]([CH:28]([CH3:30])[CH3:29])[O:25][N:24]=1. Procedure: Following the general procedure of EXAMPLE 30 and making non-critical variations but using 5-fluoro-1,2,3,4-tetrahydro-4-[(pyrrolidino)carbonyl]quinoxalin-2-one (XXXII, EXAMPLE 29, 0.978 g) and 3-isocyanomethyl-5-isopropyl-1,2,4-oxadiazole (0.673 g) are converted to the title compound, mp 169°-170°; MS (m/z) at 396; IR (mineral oil) 1657, 1495, 1216, 1614 and 785 cm-1 ; NMR (CDCl3) 1.47, 1.86, 3.30, 3.34, 5.13, 7.08, 7.22, 7.38 and 8.12 δ.